describe an organic reaction: reactants, conditions, products, and yield From a dataset of the Open Reaction Database (ORD), a public repository of structured organic reaction records. Reactants: BrCc1ccccc1, CCCCCCCCCCCCCCCCCC(=O)OC1CCN(O)CC1, CCO, O=C([O-])[O-]. Product: CCCCCCCCCCCCCCCCCC(=O)OC1CCN(OCc2ccccc2)CC1. RXN SMILES: [Br:32][CH2:33][c:34]1[cH:35][cH:36][cH:37][cH:38][cH:39]1.[C:1]([CH2:2][CH2:3][CH2:4][CH2:5][CH2:6][CH2:7][CH2:8][CH2:9][CH2:10][CH2:11][CH2:12][CH2:13][CH2:14][CH2:15][CH2:16][CH2:17][CH3:18])(=[O:19])[O:20][CH:21]1[CH2:22][CH2:23][N:24]([OH:27])[CH2:25][CH2:26]1.[CH3:40][CH2:41][OH:42].[O-:28][C:29](=[O:30])[O-:31]>>[C:1]([CH2:2][CH2:3][CH2:4][CH2:5][CH2:6][CH2:7][CH2:8][CH2:9][CH2:10][CH2:11][CH2:12][CH2:13][CH2:14][CH2:15][CH2:16][CH2:17][CH3:18])(=[O:19])[O:20][CH:21]1[CH2:22][CH2:23][N:24]([O:27][CH2:33][c:34]2[cH:35][cH:36][cH:37][cH:38][cH:39]2)[CH2:25][CH2:26]1.